This data is from the Open Reaction Database (ORD), a public repository of structured organic reaction records. The task is: describe an organic reaction: reactants, conditions, products, and yield The reactants are Cl (HCl), C(C)OC(CC(=O)[O-])=O.[K+] (potassium 3-ethoxy-3-oxopropanoate), FC=1C=C(CC2N(CCC(C2)C(=O)O)C(=O)OC)C=CC1 (2-(3-Fluorobenzyl)-1-(methoxycarbonyl)piperidine-4-carboxylic acid), FC=1C=C(CC2N(CCC(C2)C(=O)O)C(=O)OC)C=CC1 (2-(3-Fluorobenzyl)-1-(methoxycarbonyl)piperidine-4-carboxylic acid), N1(C=NC=C1)C(=O)N1C=NC=C1 (di(1H-imidazol-1-yl)methanone), [Cl-].[Mg+2].[Cl-] (magnesium chloride). The solvent is CC(C)(C)OC (MTBE), CN1C(CNC2=C1C(=O)N=C(N2)N)CNC3=CC=C(C=C3)C(=O)NC(CCC(=O)O)C(=O)O (methyl THF), CN1C(CNC2=C1C(=O)N=C(N2)N)CNC3=CC=C(C=C3)C(=O)NC(CCC(=O)O)C(=O)O (methyl THF). Run at time 3.5 hour. Product: C(C)OC(CC(=O)[C@H]1C[C@@H](N(CC1)C(=O)OC)CC1=CC(=CC=C1)F)=O (trans-methyl 4-(3-ethoxy-3-oxopropanoyl)-2-(3-fluorobenzyl)piperidine-1-carboxylate), C(C)OC(CC(=O)[C@@H]1C[C@@H](N(CC1)C(=O)OC)CC1=CC(=CC=C1)F)=O (cis-methyl 4-(3-ethoxy-3-oxopropanoyl)-2-(3-fluorobenzyl)piperidine-1-carboxylate). Yield: 49.0%. As a reaction SMILES: [F:1][C:2]1[CH:3]=[C:4]([CH:19]=[CH:20][CH:21]=1)[CH2:5][CH:6]1[CH2:11][CH:10]([C:12]([OH:14])=O)[CH2:9][CH2:8][N:7]1[C:15]([O:17][CH3:18])=[O:16].N1(C(N2C=CN=C2)=O)C=CN=C1.[CH2:34]([O:36][C:37](=[O:42])[CH2:38][C:39]([O-:41])=O)[CH3:35].[K+].[Cl-].[Mg+2].[Cl-].Cl>CN1C2C(N=C(N)NC=2NCC1CNC1C=CC(C(NC(C(O)=O)CCC(O)=O)=O)=CC=1)=O.CC(OC)(C)C>[CH2:34]([O:36][C:37](=[O:42])[CH2:38][C:12]([C@@H:10]1[CH2:9][CH2:8][N:7]([C:15]([O:17][CH3:18])=[O:16])[C@@H:6]([CH2:5][C:4]2[CH:19]=[CH:20][CH:21]=[C:2]([F:1])[CH:3]=2)[CH2:11]1)=[O:14])[CH3:35].[CH2:34]([O:36][C:37](=[O:42])[CH2:38][C:39]([C@H:10]1[CH2:9][CH2:8][N:7]([C:15]([O:17][CH3:18])=[O:16])[C@@H:6]([CH2:5][C:4]2[CH:19]=[CH:20][CH:21]=[C:2]([F:1])[CH:3]=2)[CH2:11]1)=[O:41])[CH3:35] |f:2.3,4.5.6|. Procedure details: 2-(3-Fluorobenzyl)-1-(methoxycarbonyl)piperidine-4-carboxylic acid (7.112 g, 24.08 mmol) (reference compound 44) was dissolved in methyl THF (150 mL) and di(1H-imidazol-1-yl)methanone (5.86 g, 36.13 mmol) added. The suspension was stirred at room temperature under nitrogen for 3.5 h (flask 1). In a separate flask potassium 3-ethoxy-3-oxopropanoate (7.38 g, 43.35 mmol) was suspended in methyl THF (150 mL) and magnesium chloride (4.13 g, 43.35 mmol) added. The suspension was stirred at 50° C. unde... The reactants are [Br-], CN(C)c1ccc(Br)cc1F, CCB(CC)c1ccncc1, CCOC(C)=O, CCCC[N+](CCCC)(CCCC)CCCC, [K+], C1CCOC1, [OH-]. Yields the product CN(C)c1ccc(-c2ccncc2)cc1F. Reaction SMILES: [Br-:31].[Br:1][c:2]1[cH:3][c:4]([F:11])[c:5]([N:6]([CH3:7])[CH3:8])[cH:9][cH:10]1.[CH2:12]([B:13]([CH2:14][CH3:21])[c:15]1[cH:16][cH:17][n:18][cH:19][cH:20]1)[CH3:22].[CH3:25][CH2:26][O:27][C:28](=[O:29])[CH3:30].[CH3:32][CH2:33][CH2:34][CH2:35][N+:36]([CH2:37][CH2:38][CH2:39][CH3:40])([CH2:41][CH2:42][CH2:43][CH3:44])[CH2:45][CH2:46][CH2:47][CH3:48].[K+:24].[O:49]1[CH2:50][CH2:51][CH2:52][CH2:53]1.[OH-:23]>>[c:2]1(-[c:15]2[cH:16][cH:17][n:18][cH:19][cH:20]2)[cH:3][c:4]([F:11])[c:5]([N:6]([CH3:7])[CH3:8])[cH:9][cH:10]1. The reactants are FC(C(=O)OCN(C)[N+](=O)[O-])(F)F (2-nitro-2-azapropyl trifluoroacetate), FC(CO)([N+](=O)[O-])[N+](=O)[O-] (2-fluoro-2,2-dinitroethanol). The product is FC(COCN(C)[N+](=O)[O-])([N+](=O)[O-])[N+](=O)[O-] (1-fluoro-1,1,5-trinitro-3-oxa-5azahexane). RXN SMILES: FC(F)(F)C(O[CH2:6][N:7]([N+:9]([O-:11])=[O:10])[CH3:8])=O.[F:14][C:15]([N+:21]([O-:23])=[O:22])([N+:18]([O-:20])=[O:19])[CH2:16][OH:17]>>[F:14][C:15]([N+:21]([O-:23])=[O:22])([N+:18]([O-:20])=[O:19])[CH2:16][O:17][CH2:6][N:7]([N+:9]([O-:11])=[O:10])[CH3:8]. Reported procedure: reacting one mole of 2-nitro-2-azapropyl trifluoroacetate with one mole of 2-fluoro-2,2-dinitroethanol in a polar solvent at a temperature of from 0° C. to 40° C. to form 1-fluoro-1,1,5-trinitro-3-oxa-5azahexane, wherein the reaction is run under vacuum to remove trifluoroacetic acid generated by the reaction; and